Task: describe an organic reaction: reactants, conditions, products, and yield. Dataset: the Open Reaction Database (ORD), a public repository of structured organic reaction records Starting materials: C(N)(=O)COC[C@H]1N(C[C@@H](C1)OS(=O)(=O)C)C(=O)OCC1=CC=C(C=C1)[N+](=O)[O-] ((2S, 4R)-2-(carbamoylmethyloxymethyl)-4-methanesulfonyloxy-1-(4-nitrobenzyloxycarbonyl)pyrrolidine), Cl (hydrochloric acid), [BH4-].[Na+] (sodium borohydride), B(F)(F)F.CCOCC (boron trifluoride etherate). Run in CO (Methanol), O1CCCC1 (tetrahydrofuran), CO (methanol), O1CCCC1 (tetrahydrofuran). Conditions: time 2 hour. Yields the product NCCOC[C@H]1N(C[C@@H](C1)OS(=O)(=O)C)C(=O)OCC1=CC=C(C=C1)[N+](=O)[O-] ((2S, 4R)-2-[(2-aminoethyl)oxymethyl]-4-methanesulfonyloxy-1-(4-nitrobenzyloxycarbonyl)pyrrolidine). Reaction SMILES: [BH4-].[Na+].B(F)(F)F.CCOCC.[C:12]([CH2:15][O:16][CH2:17][C@@H:18]1[CH2:22][C@@H:21]([O:23][S:24]([CH3:27])(=[O:26])=[O:25])[CH2:20][N:19]1[C:28]([O:30][CH2:31][C:32]1[CH:37]=[CH:36][C:35]([N+:38]([O-:40])=[O:39])=[CH:34][CH:33]=1)=[O:29])(=O)[NH2:13].Cl>O1CCCC1.CO>[NH2:13][CH2:12][CH2:15][O:16][CH2:17][C@@H:18]1[CH2:22][C@@H:21]([O:23][S:24]([CH3:27])(=[O:26])=[O:25])[CH2:20][N:19]1[C:28]([O:30][CH2:31][C:32]1[CH:33]=[CH:34][C:35]([N+:38]([O-:40])=[O:39])=[CH:36][CH:37]=1)=[O:29] |f:0.1,2.3|. Procedure: To a suspension of sodium borohydride (0.30 g) in tetrahydrofuran (15 ml) was added boron trifluoride etherate (3.5 ml) in a nitrogen stream with stirring at 0°-5° C. The mixture was stirred at the same condition for 30 minutes. To the mixture was added a solution of (2S, 4R)-2-(carbamoylmethyloxymethyl)-4-methanesulfonyloxy-1-(4-nitrobenzyloxycarbonyl)pyrrolidine (1.60 g) in tetrahydrofuran (3 ml) at 0°-5° C. The mixture was stirred at 0°-5° C. for 1 hour and at ambient temperature overnight. M...